From a dataset of the Open Reaction Database (ORD), a public repository of structured organic reaction records. describe an organic reaction: reactants, conditions, products, and yield Starting materials: N1=CC=CC=C1 (Pyridine), S(=O)([O-])S(=O)[O-].[Na+].[Na+] (sodium hydrosulfite), C(C)(C)(C)[Si](C1=CC=CC=C1)(C1=CC=CC=C1)Cl (tert-butylchlorodiphenylsilane), COC=1C(C(=C(C(C1OC)=O)C)CCCCCCCCCCO)=O (2,3-Dimethoxy-6-(10-hydroxydecyl)-5-methyl-1,4-benzoquinone), acetyl chlorides, N1C=NC=C1 (imidazole). The solvent is O (Water), ClCCl (dichloromethane). The product is C(C)(=O)OCCCCCCCCCCC1=C(C(=C(C(=C1O)OC)OC)O[Si](C1=CC=CC=C1)(C1=CC=CC=C1)C(C)(C)C)C (6-(10-acetoxydecyl)-4-tert-butyldiphenylsilyloxy-2,3-dimethoxy-5-methylphenol). RXN SMILES: [CH3:1][O:2][C:3]1[C:4](=[O:24])[C:5]([CH2:13][CH2:14][CH2:15][CH2:16][CH2:17][CH2:18][CH2:19][CH2:20][CH2:21][CH2:22][OH:23])=[C:6]([CH3:12])[C:7](=[O:11])[C:8]=1[O:9][CH3:10].N1[CH:30]=[CH:29]C=CC=1.S(S([O-])=O)([O-])=[O:32].[Na+].[Na+].[C:39]([Si:43](Cl)([C:50]1[CH:55]=[CH:54][CH:53]=[CH:52][CH:51]=1)[C:44]1[CH:49]=[CH:48][CH:47]=[CH:46][CH:45]=1)([CH3:42])([CH3:41])[CH3:40].N1C=CN=C1>ClCCl.O>[C:29]([O:23][CH2:22][CH2:21][CH2:20][CH2:19][CH2:18][CH2:17][CH2:16][CH2:15][CH2:14][CH2:13][C:5]1[C:4]([OH:24])=[C:3]([O:2][CH3:1])[C:8]([O:9][CH3:10])=[C:7]([O:11][Si:43]([C:39]([CH3:42])([CH3:41])[CH3:40])([C:50]2[CH:55]=[CH:54][CH:53]=[CH:52][CH:51]=2)[C:44]2[CH:49]=[CH:48][CH:47]=[CH:46][CH:45]=2)[C:6]=1[CH3:12])(=[O:32])[CH3:30] |f:2.3.4|. Reported procedure: 2,3-Dimethoxy-6-(10-hydroxydecyl)-5-methyl-1,4-benzoquinone (338 mg, 1 mmol) was dissolved in dichloromethane (5 ml). Pyridine (0.1 ml, 1.2 mmol) followed by acetyl chlorides(0.08 ml, 1.1 mmol) was added with stirring under ice-cooling. The mixture was stirred at the same temperature for 1 hour. Water (5 ml) was added to the reaction mixture which was then stirred at room temperature for 20 minutes. Then sodium hydrosulfite (400 mg, 2.3 mmol) was added, and the mixture was stirred for 2 hours. T... Starting materials: C(CCC)=C1C(N(C(S1)=O)CCCCOC=1C=2N(C=CC1)C=C(N2)C(=O)OCC)=O (5-butylidene-3-[4-(2-ethoxycarbonylimidazo[1,2-a]pyridin-8-yloxy)butyl]-thiazolidine-2,4-dione), Cl (hydrochloric acid). The solvent is CO (methanol). Yields the product Cl.C(CCC)=C1C(N(C(S1)=O)CCCCOC=1C=2N(C=CC1)C=C(N2)C(=O)OCC)=O (5-butylidene-3-[4-(2-ethoxycarbonylimidazo[1,2-a]pyridin-8-yloxy)butyl]thiazolidine-2,4-dione hydrochloride). As a reaction SMILES: [CH:1](=[C:5]1[S:9][C:8](=[O:10])[N:7]([CH2:11][CH2:12][CH2:13][CH2:14][O:15][C:16]2[C:17]3[N:18]([CH:22]=[C:23]([C:25]([O:27][CH2:28][CH3:29])=[O:26])[N:24]=3)[CH:19]=[CH:20][CH:21]=2)[C:6]1=[O:30])[CH2:2][CH2:3][CH3:4].[ClH:31]>CO>[ClH:31].[CH:1](=[C:5]1[S:9][C:8](=[O:10])[N:7]([CH2:11][CH2:12][CH2:13][CH2:14][O:15][C:16]2[C:17]3[N:18]([CH:22]=[C:23]([C:25]([O:27][CH2:28][CH3:29])=[O:26])[N:24]=3)[CH:19]=[CH:20][CH:21]=2)[C:6]1=[O:30])[CH2:2][CH2:3][CH3:4] |f:3.4|. Reported procedure: To a solution of 2.14 g (4.96 mmol) of 5-butylidene-3-[4-(2-ethoxycarbonylimidazo[1,2-a]pyridin-8-yloxy)butyl]-thiazolidine-2,4-dione in 20 ml of methanol, 0.45 ml of concentrated hydrochloric acid was added. After the solvent was distilled off, the residue was washed with diethyl ether to yield 2.07 g (89.2%, yellow oily substance) of the desired product. Starting materials: N#N.C(C)(C)(C)OC(=O)N([C@H](C)C(=O)NCCCC1=CC=CC=C1)CC (N2 (tert-butyloxycarbonyl)-N2 -ethyl-N-(3-phenylpropyl)-D-alaninamide). Run in C(C)(=O)OCC.Cl (hydrogen chloride-ethyl acetate). Product: N#N.C(C)N[C@H](C)C(=O)NCCCC1=CC=CC=C1 (N2 ethyl-N-(3-phenylpropyl)-D-alaninamide). Yield: 103.9%. Reaction SMILES: [N:1]#[N:2].C(OC([N:10]([CH2:25][CH3:26])[C@@H:11]([C:13]([NH:15][CH2:16][CH2:17][CH2:18][C:19]1[CH:24]=[CH:23][CH:22]=[CH:21][CH:20]=1)=[O:14])[CH3:12])=O)(C)(C)C>C(OCC)(=O)C.Cl>[N:1]#[N:2].[CH2:25]([NH:10][C@@H:11]([C:13]([NH:15][CH2:16][CH2:17][CH2:18][C:19]1[CH:20]=[CH:21][CH:22]=[CH:23][CH:24]=1)=[O:14])[CH3:12])[CH3:26] |f:0.1,2.3,4.5|. Reported procedure: A solution of N2 -(tert-butyloxycarbonyl)-N2 -ethyl-N-(3-phenylpropyl)-D-alaninamide (4.28 g.) in hydrogen chloride-ethyl acetate (3.9N, 35 ml.) was stirred for twenty minutes at room temperature, then concentrated. The residue was stripped of volatiles under vacuum (0.1 mm.) at room temperature, affording N2 -ethyl-N-(3-phenylpropyl)-D-alaninamide (3.22 g.). Reactants: 1-methyl-4-oxo-3,5-dioxa-4-thiocyclohexane carbonyl chloride, C1(=CC=CC=C1)NN (phenylhydrazine), C([O-])(O)=O.[Na+] (sodium bicarbonate), C1(=CC=CC=C1)C (toluene), O (water), O (water). The reagents and catalysts are [Cl-].C(C1=CC=CC=C1)[N+](CC)(CC)CC (benzyl triethylammonium chloride). Reaction conditions: temperature 80 celsius, time 1 hour. Yields the product OCC1(C(NN(C1)C1=CC=CC=C1)=O)C (4-Hydroxymethyl-4-Methyl-1-Phenyl-3-Pyrazolidinone). RXN SMILES: [C:1]1([NH:7][NH2:8])[CH:6]=[CH:5][CH:4]=[CH:3][CH:2]=1.[C:9](=[O:12])(O)[O-].[Na+].[C:14]1([CH3:20])[CH:19]=CC=C[CH:15]=1.[OH2:21]>[Cl-].C([N+](CC)(CC)CC)C1C=CC=CC=1>[OH:21][CH2:15][C:14]1([CH3:20])[CH2:19][N:7]([C:1]2[CH:6]=[CH:5][CH:4]=[CH:3][CH:2]=2)[NH:8][C:9]1=[O:12] |f:1.2,5.6|. Procedure: A mixture of 0.163 kg (1.5 mol) phenylhydrazine, 0.630 kg (7.5 mol) sodium bicarbonate, 0.75 L toluene, 75 mL of water and 3.0 g (0.013 mol) benzyl triethylammonium chloride heated to and maintained at 60° to 70° C. while 0.466 kg (ca 2.05 mol) of 1-methyl-4-oxo-3,5-dioxa-4-thiocyclohexane carbonyl chloride are added over a period of four hours. The reaction mixture is held at 70° C. for 1 hour, and 1.5 L of water added. The reaction mixture is then heated to 80° C. and held for one additional h... Starting materials: C(C1=CC=CC=C1)OCCCCCCOCC(F)(F)C=1C=C(C=CC1)NC(=O)NCC(=O)OCC (Ethyl N-({[3-(2-{[6-(benzyloxy)hexyl]oxy}-1,1-difluoroethyl)phenyl]-amino}carbonyl)glycinate), [OH-].[Na+] (NaOH). Solvent: C(C)O (ethanol). Run at time 3 hour. Product: C(C1=CC=CC=C1)OCCCCCCOCC(F)(F)C=1C=C(C=CC1)NC(=O)NCC(=O)O (N-({[3-(2-{[6-(benzyloxy)hexyl]oxy}-1,1-difluoroethyl)phenyl]amino}carbonyl)glycine). RXN SMILES: [CH2:1]([O:8][CH2:9][CH2:10][CH2:11][CH2:12][CH2:13][CH2:14][O:15][CH2:16][C:17]([C:20]1[CH:21]=[C:22]([NH:26][C:27]([NH:29][CH2:30][C:31]([O:33]CC)=[O:32])=[O:28])[CH:23]=[CH:24][CH:25]=1)([F:19])[F:18])[C:2]1[CH:7]=[CH:6][CH:5]=[CH:4][CH:3]=1.[OH-].[Na+]>C(O)C>[CH2:1]([O:8][CH2:9][CH2:10][CH2:11][CH2:12][CH2:13][CH2:14][O:15][CH2:16][C:17]([C:20]1[CH:21]=[C:22]([NH:26][C:27]([NH:29][CH2:30][C:31]([OH:33])=[O:32])=[O:28])[CH:23]=[CH:24][CH:25]=1)([F:18])[F:19])[C:2]1[CH:7]=[CH:6][CH:5]=[CH:4][CH:3]=1 |f:1.2|. Reported procedure: To a solution of Intermediate 59 (5.09 g, 10 mmol) in ethanol (30 mL) was added 2N NaOH (18 mL, 35 mmol). The mixture was stirred at room temperature for 3 hours. The crude reaction was concentrated and the residue was diluted with ethyl acetate (50 mL) and washed with water (2×25mL). The aqueous layer was acidified to pH 2 with HCl and then extracted with ethyl acetate (2×50 mL). The organic layers were dried (Na2SO4) and the solvent removed under reduced pressure. The titled compound was obtei...